From a dataset of the Open Reaction Database (ORD), a public repository of structured organic reaction records. describe an organic reaction: reactants, conditions, products, and yield Starting materials: BrC1=CC=C(S1)CC1=CN(C2=CC=CC(=C12)C)[C@H]1[C@H](OC(C)=O)[C@@H](OC(C)=O)[C@H](OC(C)=O)[C@H](O1)COC(C)=O (3-(5-Bromothiophen-2-yl-methyl)-4-methyl-1-(2,3,4,6-tetra-O-acetyl-β-D-glucopyranosyl)indole), FC1=CC=C(C=C1)B(O)O (4-fluorobenzeneboronic acid). The product is FC1=CC=C(C=C1)C1=CC=C(S1)CC1=CN(C2=CC=CC(=C12)C)[C@H]1[C@H](O)[C@@H](O)[C@H](O)[C@H](O1)CO (3-(5-(4-Fluorophenyl)thiophen-2-yl-methyl)-4-methyl-1-(β-D-glucopyranosyl)indole). As a reaction SMILES: Br[C:2]1[S:6][C:5]([CH2:7][C:8]2[C:16]3[C:11](=[CH:12][CH:13]=[CH:14][C:15]=3[CH3:17])[N:10]([C@@H:18]3[O:35][C@H:34]([CH2:36][O:37]C(=O)C)[C@@H:29]([O:30]C(=O)C)[C@H:24]([O:25]C(=O)C)[C@H:19]3[O:20]C(=O)C)[CH:9]=2)=[CH:4][CH:3]=1.[F:41][C:42]1[CH:47]=[CH:46][C:45](B(O)O)=[CH:44][CH:43]=1>>[F:41][C:42]1[CH:47]=[CH:46][C:45]([C:2]2[S:6][C:5]([CH2:7][C:8]3[C:16]4[C:11](=[CH:12][CH:13]=[CH:14][C:15]=4[CH3:17])[N:10]([C@@H:18]4[O:35][C@H:34]([CH2:36][OH:37])[C@@H:29]([OH:30])[C@H:24]([OH:25])[C@H:19]4[OH:20])[CH:9]=3)=[CH:4][CH:3]=2)=[CH:44][CH:43]=1. Procedure: 3-(5-Bromothiophen-2-yl-methyl)-4-methyl-1-(2,3,4,6-tetra-O-acetyl-β-D-glucopyranosyl)indole obtained in Example 45-(3) and 4-fluorobenzeneboronic acid were treated in a manner similar to Example 45-(4) and 2-(7) to give the titled compound as a yellow powder. APCI-Mass m/Z 484 (M+H). 1H-NMR (DMSO-d6) δ 2.50 (s, 3H), 3.25 (td, J=8.8, 5.4 Hz, 1H), 3.40 (td, J=9.0, 5.4 Hz, 1H), 3.43-3.48 (m, 2H), 3.67-3.71 (m, 2H), 4.37 (s, 2H), 4.54 (t, J=5.5 Hz, 1H), 5.09 (d, J=5.1 Hz, 1H), 5.15 (d, J=5.1 Hz, 1H... Reactants: ClC1=C(C(=CC(=C1)C(F)(F)F)Cl)C1=CC(=NN1C)SC (5-(2,6-dichloro-4-trifluoromethylphenyl)-1-methyl-3-methylsulfenylpyrazole), C(O)([O-])=O.[Na+] (sodium hydrogencarbonate), ClC1=C(C(=CC(=C1)C(F)(F)F)Cl)C1=CC(=NN1C)SC (5-(2,6-dichloro-4-trifluoromethylphenyl)-1-methyl-3-methylsulfenylpyrazole), ClC1=CC(=CC=C1)C(=O)OO (m-chloroperbenzoic acid). Solvent: C(Cl)(Cl)Cl (chloroform). The product is ClC1=C(C(=CC(=C1)C(F)(F)F)Cl)C1=CC(=NN1C)S(=O)C (5-(2,6-dichloro-4-trifluoromethylphenyl)-1-methyl-3-methylsulfinylpyrazole). The yield is 95.5%. As a reaction SMILES: [Cl:1][C:2]1[CH:7]=[C:6]([C:8]([F:11])([F:10])[F:9])[CH:5]=[C:4]([Cl:12])[C:3]=1[C:13]1[N:17]([CH3:18])[N:16]=[C:15]([S:19][CH3:20])[CH:14]=1.ClC1C=CC=C(C(OO)=[O:29])C=1.C(=O)([O-])O.[Na+]>C(Cl)(Cl)Cl>[Cl:12][C:4]1[CH:5]=[C:6]([C:8]([F:11])([F:10])[F:9])[CH:7]=[C:2]([Cl:1])[C:3]=1[C:13]1[N:17]([CH3:18])[N:16]=[C:15]([S:19]([CH3:20])=[O:29])[CH:14]=1 |f:2.3|. Procedure details: To a solution of 0.3 g of 5-(2,6-dichloro-4-trifluoromethylphenyl)-1-methyl-3-methylsulfenylpyrazole (compound 33) in 20 ml of anhydrous chloroform was slowly added 0.3 g of 70% m-chloroperbenzoic acid at -10° C. with stirring, followed by stirring for 3 hours. The reaction mixture was poured into saturated aqueous sodium hydrogencarbonate solution, and the organic layer was separated off and washed with a 5% aqueous sodium hydroxide solution and with brine. After drying the layer over anhydrous... Reactants: CCOC(=O)C1(F)CC2(c3ccccc3)C(O)CCC1N2Cc1ccccc1, C1CCOC1, CCCC(C)C, FC(F)(F)c1cc(CBr)cc(C(F)(F)F)c1, [H-], [Na+], C1COCCOCCOCCOCCOCCO1. The product is CCOC(=O)C1(F)CC2(c3ccccc3)C(OCc3cc(C(F)(F)F)cc(C(F)(F)F)c3)CCC1N2Cc1ccccc1. Reaction SMILES: [CH2:3]([c:4]1[cH:5][cH:6][cH:7][cH:8][cH:9]1)[N:10]1[C:11]2([c:25]3[cH:26][cH:27][cH:28][cH:29][cH:30]3)[CH:12]([OH:24])[CH2:13][CH2:14][CH:15]1[C:16]([F:18])([C:19](=[O:20])[O:21][CH2:22][CH3:23])[CH2:17]2.[CH2:71]1[O:72][CH2:73][CH2:74][CH2:75]1.[CH3:65][CH2:66][CH2:67][CH:68]([CH3:69])[CH3:70].[F:31][C:32]([c:33]1[cH:34][c:35]([CH2:36][Br:37])[cH:38][c:39]([C:41]([F:42])([F:43])[F:44])[cH:40]1)([F:45])[F:46].[H-:1].[Na+:2].[O:47]1[CH2:48][CH2:49][O:50][CH2:51][CH2:52][O:53][CH2:54][CH2:55][O:56][CH2:57][CH2:58][O:59][CH2:60][CH2:61][O:62][CH2:63][CH2:64]1>>[CH2:3]([c:4]1[cH:5][cH:6][cH:7][cH:8][cH:9]1)[N:10]1[C:11]2([c:25]3[cH:26][cH:27][cH:28][cH:29][cH:30]3)[CH:12]([O:24][CH2:36][c:35]3[cH:34][c:33]([C:32]([F:31])([F:45])[F:46])[cH:40][c:39]([C:41]([F:42])([F:43])[F:44])[cH:38]3)[CH2:13][CH2:14][CH:15]1[C:16]([F:18])([C:19](=[O:20])[O:21][CH2:22][CH3:23])[CH2:17]2. Starting materials: O=C(C(=O)O)CCC1=CC=CC=C1 (2-oxo-4-phenylbutyric acid), N[C@@H](CO)C(=O)N1[C@H](C(=O)O)CCC1 (L-serinyl-L-proline), C(#N)[BH3-].[Na+] (sodium cyanoborohydride). Product: C(=O)(O)C(CCC1=CC=CC=C1)N[C@@H](CO)C(=O)N1[C@H](C(=O)O)CCC1 (N-(1-carboxy-3-phenylpropyl)-L-serinyl-L-proline). Reaction SMILES: O=[C:2]([CH2:6][CH2:7][C:8]1[CH:13]=[CH:12][CH:11]=[CH:10][CH:9]=1)[C:3]([OH:5])=[O:4].[NH2:14][C@H:15]([C:18]([N:20]1[CH2:27][CH2:26][CH2:25][C@H:21]1[C:22]([OH:24])=[O:23])=[O:19])[CH2:16][OH:17].C([BH3-])#N.[Na+]>>[C:3]([CH:2]([NH:14][C@H:15]([C:18]([N:20]1[CH2:27][CH2:26][CH2:25][C@H:21]1[C:22]([OH:24])=[O:23])=[O:19])[CH2:16][OH:17])[CH2:6][CH2:7][C:8]1[CH:13]=[CH:12][CH:11]=[CH:10][CH:9]=1)([OH:5])=[O:4] |f:2.3|. Procedure details: In the manner described in example 24, 2-oxo-4-phenylbutyric acid and L-serinyl-L-proline are condensed in the presence of sodium cyanoborohydride to yield N-(1-carboxy-3-phenylpropyl)-L-serinyl-L-proline. Reactants: CC(=O)O, CCOC(C)=O, [Fe], O=[N+]([O-])c1cc(Cl)ccc1NS(=O)(=O)c1ccccc1. The product is Nc1cc(Cl)ccc1NS(=O)(=O)c1ccccc1. Reaction SMILES: [CH3:21][C:22](=[O:23])[OH:24].[CH3:25][CH2:26][O:27][C:28](=[O:29])[CH3:30].[Fe:31].[c:1]1([S:7](=[O:8])(=[O:9])[NH:10][c:11]2[c:12]([N+:18]([O-:19])=[O:20])[cH:13][c:14]([Cl:17])[cH:15][cH:16]2)[cH:2][cH:3][cH:4][cH:5][cH:6]1>>[c:1]1([S:7](=[O:8])(=[O:9])[NH:10][c:11]2[c:12]([NH2:18])[cH:13][c:14]([Cl:17])[cH:15][cH:16]2)[cH:2][cH:3][cH:4][cH:5][cH:6]1. Reactants: C1CO1 (Ethylene oxide), COC=1C=C(C(=O)OC)C=CC1N (methyl 3-methoxy-4-aminobenzoate), C(C)(=O)O (acetic acid). Conditions: time 1 hour. Product: COC=1C=C(C(=O)OC)C=CC1N(CCO)CCO (Methyl 3-methoxy-4-[N,N-bis(2-hydroxyethyl)amino]benzoate). Isolated yield 54.0%. RXN SMILES: [CH2:1]1[O:3][CH2:2]1.[CH3:4][O:5][C:6]1[CH:7]=[C:8]([CH:13]=[CH:14][C:15]=1[NH2:16])[C:9]([O:11][CH3:12])=[O:10].[C:17](O)(=[O:19])[CH3:18]>>[CH3:4][O:5][C:6]1[CH:7]=[C:8]([CH:13]=[CH:14][C:15]=1[N:16]([CH2:2][CH2:1][OH:3])[CH2:18][CH2:17][OH:19])[C:9]([O:11][CH3:12])=[O:10]. Procedure details: Ethylene oxide (16.5 ml; 333 mmol) was added dropwise under ice cooling to a solution of 3.9 g (22 mmol) of methyl 3-methoxy-4-aminobenzoate in 33 ml of a 30% acetic acid suspension. The thus-obtained was stirred for 1 hour and then stirred at room temperature for 2 nights. The mixture was then stirred for 2 hours while bubbling nitrogen gas therethrough. Sodium hydrogencarbonate was added to the mixture to neutralized the same. Sodium chloride was then added until saturation, followed by extrac...